This data is from the Open Reaction Database (ORD), a public repository of structured organic reaction records. The task is: describe an organic reaction: reactants, conditions, products, and yield Starting materials: ON=C(C(=O)OC(C)(C)C)C(C)=O (tert-butyl 2-hydroxyimino-3-oxobutyrate), C([O-])([O-])=O.[K+].[K+] (potassium carbonate), ice water, ClCC(=O)OCC1=CC=CC=C1 (benzyl chloroacetate). Solvent: C(C)(=O)OCC (ethyl acetate), CN(C=O)C (N,N-dimethylformamide). Run at temperature 40 celsius, time 7 hour. Product: C(C1=CC=CC=C1)OC(=O)CON=C(C(=O)OC(C)(C)C)C(C)=O (tert-butyl 2-benzyloxycarbonylmethoxyimino-3-oxobutyrate). The yield is 95.3%. As a reaction SMILES: [OH:1][N:2]=[C:3]([C:11](=[O:13])[CH3:12])[C:4]([O:6][C:7]([CH3:10])([CH3:9])[CH3:8])=[O:5].C(=O)([O-])[O-].[K+].[K+].Cl[CH2:21][C:22]([O:24][CH2:25][C:26]1[CH:31]=[CH:30][CH:29]=[CH:28][CH:27]=1)=[O:23]>C(OCC)(=O)C.CN(C)C=O>[CH2:25]([O:24][C:22]([CH2:21][O:1][N:2]=[C:3]([C:11](=[O:13])[CH3:12])[C:4]([O:6][C:7]([CH3:9])([CH3:8])[CH3:10])=[O:5])=[O:23])[C:26]1[CH:31]=[CH:30][CH:29]=[CH:28][CH:27]=1 |f:1.2.3|. Procedure details: To a suspension of tert-butyl 2-hydroxyimino-3-oxobutyrate (56.4 g) and potassium carbonate (62.4 g) in ethyl acetate (300 ml) and N,N-dimethylformamide (60 ml) was added benzyl chloroacetate (60 g), and the mixture was stirred at 40° C. for 7 hours. The reaction mixture was poured into ice-water (1000 ml), and the separated organic layer was washed twice with a saturated aqueous solution of sodium chloride and then dried over magnesium sulfate. Removal of the solvent gave tert-butyl 2-benzyloxy... Starting materials: N1(CCOCC1)C=1N=C(NC(C1)=O)CC(=O)[O-].[Na+] (sodium [4-(morpholin-4-yl)-6-oxo-1,6-dihydropyrimidin-2-yl]acetate), NC1=C(C(=O)OC)C=C(C=C1)F (methyl 2-amino-5-fluorobenzoate), Cl.CN(CCCN=C=NCC)C (N-[3-(dimethylamino)propyl]-N′-ethylcarbodiimide hydrochloride). Solvent: N1=CC=CC=C1 (pyridine), CN(C=O)C (dimethylformamide). Yields the product FC=1C=CC(=C(C(=O)OC)C1)NC(CC=1NC(C=C(N1)N1CCOCC1)=O)=O (methyl 5-fluoro-2-({[4-(morpholin-4-yl)-6-oxo-1,6-dihydropyrimidin-2-yl]acetyl}amino)benzoate). Isolated yield 69.1%. RXN SMILES: [N:1]1([C:7]2[N:8]=[C:9]([CH2:14][C:15]([O-:17])=O)[NH:10][C:11](=[O:13])[CH:12]=2)[CH2:6][CH2:5][O:4][CH2:3][CH2:2]1.[Na+].[NH2:19][C:20]1[CH:29]=[CH:28][C:27]([F:30])=[CH:26][C:21]=1[C:22]([O:24][CH3:25])=[O:23].Cl.CN(C)CCCN=C=NCC>N1C=CC=CC=1.CN(C)C=O>[F:30][C:27]1[CH:28]=[CH:29][C:20]([NH:19][C:15](=[O:17])[CH2:14][C:9]2[NH:10][C:11](=[O:13])[CH:12]=[C:7]([N:1]3[CH2:2][CH2:3][O:4][CH2:5][CH2:6]3)[N:8]=2)=[C:21]([CH:26]=1)[C:22]([O:24][CH3:25])=[O:23] |f:0.1,3.4|. Procedure details: The product is prepared according to the procedure described in example 5, using 300 mg of sodium [4-(morpholin-4-yl)-6-oxo-1,6-dihydropyrimidin-2-yl]acetate, 303 mg of methyl 2-amino-5-fluorobenzoate and 308 mg of N-[3-(dimethylamino)propyl]-N′-ethylcarbodiimide hydrochloride in a mixture of 2 ml of pyridine and 2 ml of dimethylformamide. 310 mg of methyl 5-fluoro-2-({[4-(morpholin-4-yl)-6-oxo-1,6-dihydropyrimidin-2-yl]acetyl}amino)benzoate are obtained in the form of a white solid, the charact... Starting materials: O (water), CC(=O)C.OS(=O)(=O)O.O=[Cr](=O)=O (Jones Reagent), C(C)(=O)O[C@@H]1[C@]2(C)[C@@H](CC1)[C@@H]1CCC3=C[C@H](CC[C@]3(CO)[C@H]1CC2)O[Si](C)(C)C (3β-trimethylsiloxy-4-androstene-17β,19-diol 17-acetate). The solvent is CC(=O)C (acetone), CC(=O)C (acetone). Run at time 15 minute. Product: C(C)(=O)O.O[C@@H]1[C@]2(C)[C@@H](CC1)[C@@H]1CCC3=C[C@H](CC[C@]3(C=O)[C@H]1CC2)O[Si](C)(C)C (17β-hydroxy-3β-trimethylsiloxy-4-androsten-19-one acetate). RXN SMILES: CC(C)=O.OS(O)(=O)=O.O=[Cr](=O)=O.[C:14]([O:17][C@H:18]1[CH2:23][CH2:22][C@H:21]2[C@H:24]3[C@H:35]([CH2:36][CH2:37][C@:19]12[CH3:20])[C@:32]1([CH2:33][OH:34])[C:27](=[CH:28][C@@H:29]([O:38][Si:39]([CH3:42])([CH3:41])[CH3:40])[CH2:30][CH2:31]1)[CH2:26][CH2:25]3)(=[O:16])[CH3:15].O>CC(C)=O>[C:14]([OH:17])(=[O:16])[CH3:15].[OH:17][C@H:18]1[CH2:23][CH2:22][C@H:21]2[C@H:24]3[C@H:35]([CH2:36][CH2:37][C@:19]12[CH3:20])[C@:32]1([CH:33]=[O:34])[C:27](=[CH:28][C@@H:29]([O:38][Si:39]([CH3:40])([CH3:42])[CH3:41])[CH2:30][CH2:31]1)[CH2:26][CH2:25]3 |f:0.1.2,6.7|. Reported procedure: One equivalent of Jones Reagent is added to a solution of 3β-trimethylsiloxy-4-androstene-17β,19-diol 17-acetate in acetone at 5° C. After stirring for 15 minutes, the acetone layer is poured into cold water with vigorous stirring. The solid is filtered, washed with water and dried in a vacuum oven. Crystallization from hexane yields 17β-hydroxy-3β-trimethylsiloxy-4-androsten-19-one acetate. Starting materials: C(C(=O)C1=CC=CC=C1)CCOC(=O)CNC1=C(NC2=CC(=CC(=C12)Cl)Cl)C(=O)OCC (3-[(phenacyl)carbethoxymethyl-amino]-2-carbethoxy-4,6-dichloroindole), hydrchloric acid, O.[OH-].[Li+] (lithium hydroxide monohydrate). Procedure: Dissolve 3-[(phenacyl)carbethoxymethyl-amino]-2-carbethoxy-4,6-dichloroindole (0.29 g, 0.626 mmol) in tetrahydrofuran (27 mL) and water (13 mL). Add lithium hydroxide monohydrate (0.158 g, 3.76 mmol) and stir overnight. Pour into 1N hydrchloric acid (100 mL) and extract into ethyl acetate. Dry (MgSO4) and evaporate the solvent in vacuo. Recrystallize (ethyl acetate/hexane) to give the title compound (0.15 g, mp 235°-7° C. Yields the product C(C(=O)C1=CC=CC=C1)N(C1=C(NC2=CC(=CC(=C12)Cl)Cl)C(=O)O)CC(=O)O (3-[(Phenacyl)carboxymethyl-amino]-2-carboxy-4,6-dichloroindole). Solvent: O1CCCC1 (tetrahydrofuran), O (water). RXN SMILES: C(CC[O:12][C:13]([CH2:15][NH:16][C:17]1[C:25]2[C:20](=[CH:21][C:22]([Cl:27])=[CH:23][C:24]=2[Cl:26])[NH:19][C:18]=1[C:28]([O:30]CC)=[O:29])=[O:14])C(C1C=CC=CC=1)=O.[OH2:33].[OH-].[Li+]>O1CCCC1.O>[CH2:18]([N:16]([CH2:15][C:13]([OH:12])=[O:14])[C:17]1[C:25]2[C:20](=[CH:21][C:22]([Cl:27])=[CH:23][C:24]=2[Cl:26])[NH:19][C:18]=1[C:28]([OH:30])=[O:29])[C:17]([C:25]1[CH:20]=[CH:21][CH:22]=[CH:23][CH:24]=1)=[O:33] |f:1.2.3|. Starting materials: Cl.COC1CNC1 (3-Azetidinyl methyl ether hydrochloride), BrCCCC12C(C(=O)NC1=O)C=CC=C2 (2-(3-bromopropyl)phthalimide), C(=O)([O-])[O-].[K+].[K+] (K2CO3), C1CCOC1 (THF). The product is COC1CN(C1)CCCN1C(C2=CC=CC=C2C1=O)=O (2-[3-(3-Methoxy-1-azetidinyl)propyl]-1H-isoindole-1,3(2H)-dione). Yield: 65.0%. Reaction SMILES: Cl.[CH3:2][O:3][CH:4]1[CH2:7][NH:6][CH2:5]1.BrCCC[C:12]12[CH:22]=[CH:21][CH:20]=[CH:19][CH:13]1[C:14]([NH:16][C:17]2=[O:18])=[O:15].C([O-])([O-])=O.[K+].[K+].[CH2:29]1[CH2:33]OC[CH2:30]1>>[CH3:2][O:3][CH:4]1[CH2:7][N:6]([CH2:30][CH2:29][CH2:33][N:16]2[C:14](=[O:15])[C:13]3[C:12](=[CH:22][CH:21]=[CH:20][CH:19]=3)[C:17]2=[O:18])[CH2:5]1 |f:0.1,3.4.5|. Reported procedure: A suspension of 3-methoxyazetidine (275) (MacKenzie et al., PCT Int. Appl. WO 9605193, 1996) (1.6 g, 18.8 mmol), 2-(3-bromopropyl)phthalimide (4.8 g, 17.9 mmol) and K2CO3 (3.7 g, 26.9 mmol) in THF (150 mL) was stirred at reflux temperature for 18 h. The solution was cooled, the solvent evaporated and the residue partitioned between water (50 mL) and EtOAc (100 mL). The aqueous layer was extracted with EtOAc (2×150 mL), the combined organic fraction washed with water (2×100 mL) and brine (100 mL)... Reactants: NC(CCCCC(=O)OC)C1=C(C=NC=C1OC)OC (methyl 6-amino-6-(3,5-dimethoxypyridin-4-yl)hexanoate), C1(=CC(=CC=C1)C=O)C1=CC=CC=C1 ([1,1′-biphenyl]-3-carbaldehyde). The product is C1(=CC(=CC=C1)CN1C(CCCCC1C1=C(C=NC=C1OC)OC)=O)C1=CC=CC=C1 (1-([1,1′-biphenyl]-3-ylmethyl)-7-(3,5-dimethoxypyridin-4-yl)azepan-2-one). Reaction SMILES: [NH2:1][CH:2]([C:11]1[C:16]([O:17][CH3:18])=[CH:15][N:14]=[CH:13][C:12]=1[O:19][CH3:20])[CH2:3][CH2:4][CH2:5][CH2:6][C:7]([O:9]C)=O.[C:21]1([C:29]2[CH:34]=[CH:33][CH:32]=[CH:31][CH:30]=2)[CH:26]=[CH:25][CH:24]=[C:23]([CH:27]=O)[CH:22]=1>>[C:21]1([C:29]2[CH:30]=[CH:31][CH:32]=[CH:33][CH:34]=2)[CH:26]=[CH:25][CH:24]=[C:23]([CH2:27][N:1]2[CH:2]([C:11]3[C:16]([O:17][CH3:18])=[CH:15][N:14]=[CH:13][C:12]=3[O:19][CH3:20])[CH2:3][CH2:4][CH2:5][CH2:6][C:7]2=[O:9])[CH:22]=1. Reported procedure: Prepared according to the described general procedure 1 (GP1) by reaction of methyl 6-amino-6-(3,5-dimethoxypyridin-4-yl)hexanoate with commercially available [1,1′-biphenyl]-3-carbaldehyde. Subsequent purification by preparative HPLC afforded the target compound. LC-MS (conditions A): tR=0.68 min.; [M+H]+: 416.99 g/mol. The reactants are ClC=1C=C2C=3N(C(C(NC3C1)=O)=O)[C@@H](CC2)CC(NC2=C(C=C(C=C2)CNC(=O)OC(C)(C)C)C(=O)OC)=O ((S)-9-chloro-5-[p-tert-butoxycarbonylaminomethyl-o-(methoxycarbonyl)phenylcarbamoylmethyl]-6,7-dihydro-1H, 5H-pyrido[1,2,3-de]quinoxaline-2,3-dione), C1CCOC1 (THF), CO (methanol). The solvent is [OH-].[Na+] (sodium hydroxide). Run at time 3.5 hour. The product is ClC=1C=C2C=3N(C(C(NC3C1)=O)=O)[C@@H](CC2)CC(NC2=C(C=C(C=C2)CNC(=O)OC(C)(C)C)C(=O)O)=O ((S)-9-Chloro-5-(p-tert-butoxycarbonylaminomethyl-o-carboxyphenylcarbamoylmethyl)-6,7-dihydro-1H, 5H-pyrido[1,2,3-de]quinoxaline-2,3-dione). The yield is 104.4%. Reaction SMILES: [Cl:1][C:2]1[CH:3]=[C:4]2[CH2:16][CH2:15][C@@H:14]([CH2:17][C:18](=[O:39])[NH:19][C:20]3[CH:25]=[CH:24][C:23]([CH2:26][NH:27][C:28]([O:30][C:31]([CH3:34])([CH3:33])[CH3:32])=[O:29])=[CH:22][C:21]=3[C:35]([O:37]C)=[O:36])[N:6]3[C:7](=[O:13])[C:8](=[O:12])[NH:9][C:10]([CH:11]=1)=[C:5]23.C1COCC1.CO>[OH-].[Na+]>[Cl:1][C:2]1[CH:3]=[C:4]2[CH2:16][CH2:15][C@@H:14]([CH2:17][C:18](=[O:39])[NH:19][C:20]3[CH:25]=[CH:24][C:23]([CH2:26][NH:27][C:28]([O:30][C:31]([CH3:33])([CH3:34])[CH3:32])=[O:29])=[CH:22][C:21]=3[C:35]([OH:37])=[O:36])[N:6]3[C:7](=[O:13])[C:8](=[O:12])[NH:9][C:10]([CH:11]=1)=[C:5]23 |f:3.4|. Procedure details: A solution of (S)-9-chloro-5-[p-tert-butoxycarbonylaminomethyl-o-(methoxycarbonyl)phenylcarbamoylmethyl]-6,7-dihydro-1H, 5H-pyrido[1,2,3-de]quinoxaline-2,3-dione (445 mg) in a mixture of 1N sodium hydroxide (5 mL), THF (5 mL), and methanol (5 mL) was stirred for 3.5 h at room temperature and the solvent was concentrated to ca. 5 mL. To the residue was added 5% potassium hydrogen sulfate and the precipitates formed were collected by filtration, washed with water, and dried to give 453 mg of the t... Starting materials: C[O-], CO, COCCCNc1nc(Cl)ccc1[N+](=O)[O-], [Na+]. Yields the product COCCCNc1nc(OC)ccc1[N+](=O)[O-]. Reaction SMILES: [CH3:17][O-:18].[CH3:20][OH:21].[Cl:1][c:2]1[cH:3][cH:4][c:5]([N+:14](=[O:15])[O-:16])[c:6]([NH:8][CH2:9][CH2:10][CH2:11][O:12][CH3:13])[n:7]1.[Na+:19]>>[c:2]1([O:18][CH3:17])[cH:3][cH:4][c:5]([N+:14](=[O:15])[O-:16])[c:6]([NH:8][CH2:9][CH2:10][CH2:11][O:12][CH3:13])[n:7]1.